This data is from the Open Reaction Database (ORD), a public repository of structured organic reaction records. The task is: describe an organic reaction: reactants, conditions, products, and yield The reactants are CCO, Cl, O=[N+]([O-])c1cc(F)c2c(c1)CCO2, [Fe]. Yields the product Nc1cc(F)c2c(c1)CCO2. Reaction SMILES: [CH3:15][CH2:16][OH:17].[ClH:14].[F:1][c:2]1[cH:3][c:4]([N+:11]([O-:12])=[O:13])[cH:5][c:6]2[c:10]1[O:9][CH2:8][CH2:7]2.[Fe:18]>>[F:1][c:2]1[cH:3][c:4]([NH2:11])[cH:5][c:6]2[c:10]1[O:9][CH2:8][CH2:7]2. The reactants are ClC1=NC=C(C=N1)CCCC(F)(F)F (2-chloro-5-(4,4,4-trifluorobutyl) pyrimidine), BrC=1C=NC(=NC1)Cl (5-bromo-2-chloropyrimidine), FC1(CCC(CC1)C1=C(C(=NC=2CC(CC(C12)OCC1=CC=C(C=C1)OC)(C)C)C1CCNCC1)C(C1=CC=C(C=C1)C(F)(F)F)F)F ((−)-4-(4,4-Difluorocyclohexyl)-3-{fluoro[4-(trifluoromethyl)phenyl]methyl}-5-[(4-methoxybenzyl)oxy]-7,7-dimethyl-2-(piperidin-4-yl)-5,6,7,8-tetrahydroquinoline). Yields the product FC1(CCC(CC1)C1=C(C(=NC=2CC(CC(C12)O)(C)C)C1CCN(CC1)C1=NC=C(C=N1)CCCC(F)(F)F)C(C1=CC=C(C=C1)C(F)(F)F)F)F (4-(4,4-Difluorocyclohexyl)-3-{fluoro[4-(trifluoromethyl)phenyl]methyl}-7,7-dimethyl-2-{1-[5-(4,4,4-trifluorobutyl)pyrimidin-2-yl]piperidin-4-yl}-5,6,7,8-tetrahydroquinolin-5-ol), solid. Isolated yield 61.0%. RXN SMILES: Cl[C:2]1[N:7]=[CH:6][C:5]([CH2:8][CH2:9][CH2:10][C:11]([F:14])([F:13])[F:12])=[CH:4][N:3]=1.BrC1C=NC(Cl)=NC=1.[F:23][C:24]1([F:70])[CH2:29][CH2:28][CH:27]([C:30]2[C:39]3[CH:38]([O:40]CC4C=CC(OC)=CC=4)[CH2:37][C:36]([CH3:51])([CH3:50])[CH2:35][C:34]=3[N:33]=[C:32]([CH:52]3[CH2:57][CH2:56][NH:55][CH2:54][CH2:53]3)[C:31]=2[CH:58]([F:69])[C:59]2[CH:64]=[CH:63][C:62]([C:65]([F:68])([F:67])[F:66])=[CH:61][CH:60]=2)[CH2:26][CH2:25]1>>[F:70][C:24]1([F:23])[CH2:29][CH2:28][CH:27]([C:30]2[C:39]3[CH:38]([OH:40])[CH2:37][C:36]([CH3:50])([CH3:51])[CH2:35][C:34]=3[N:33]=[C:32]([CH:52]3[CH2:57][CH2:56][N:55]([C:2]4[N:7]=[CH:6][C:5]([CH2:8][CH2:9][CH2:10][C:11]([F:14])([F:13])[F:12])=[CH:4][N:3]=4)[CH2:54][CH2:53]3)[C:31]=2[CH:58]([F:69])[C:59]2[CH:64]=[CH:63][C:62]([C:65]([F:67])([F:68])[F:66])=[CH:61][CH:60]=2)[CH2:26][CH2:25]1. Reported procedure: Reactions similar to those of the first step of Example 2 and Example 38 were performed except for using 2-chloro-5-(4,4,4-trifluorobutyl) pyrimidine, which was prepared by a method similar to that of Reference Example 26, instead of 5-bromo-2-chloropyrimidine, and from 70 mg (0.10 mmol) of (−)-4-(4,4-Difluorocyclohexyl)-3-{fluoro[4-(trifluoromethyl)phenyl]methyl}-5-[(4-methoxybenzyl)oxy]-7,7-dimethyl-2-(piperidin-4-yl)-5,6,7,8-tetrahydroquinoline, which was prepared by a method similar to that ... RXN SMILES: [H:21][H:22].[N+:1]([O-:2])(=[O:3])[c:4]1[cH:5][cH:6][c:7]([O:10][C:11]([N:12]([c:13]2[cH:14][cH:15][cH:16][cH:17][cH:18]2)[CH3:19])=[O:20])[n:8][cH:9]1.[O:23]1[CH2:24][CH2:25][CH2:26][CH2:27]1>>[NH2:1][c:4]1[cH:5][cH:6][c:7]([O:10][C:11]([N:12]([c:13]2[cH:14][cH:15][cH:16][cH:17][cH:18]2)[CH3:19])=[O:20])[n:8][cH:9]1. The reactants are [H][H], CN(C(=O)Oc1ccc([N+](=O)[O-])cn1)c1ccccc1, C1CCOC1. The product is CN(C(=O)Oc1ccc(N)cn1)c1ccccc1.